This data is from the Open Reaction Database (ORD), a public repository of structured organic reaction records. The task is: describe an organic reaction: reactants, conditions, products, and yield Reactants: [Li]CCCC, CC#N, CC(C)NC(C)C, [Cl-], O=Cc1ccc(F)cc1F, [NH4+], C1CCOC1. Product: N#CCC(O)c1ccc(F)cc1F. RXN SMILES: [CH2:8]([Li:9])[CH2:10][CH2:11][CH3:12].[CH3:13][C:14]#[N:15].[CH:1]([NH:2][CH:3]([CH3:4])[CH3:5])([CH3:6])[CH3:7].[Cl-:26].[F:16][c:17]1[c:18]([CH:19]=[O:20])[cH:21][cH:22][c:23]([F:25])[cH:24]1.[NH4+:27].[O:28]1[CH2:29][CH2:30][CH2:31][CH2:32]1>>[CH2:13]([C:14]#[N:15])[CH:19]([c:18]1[c:17]([F:16])[cH:24][c:23]([F:25])[cH:22][cH:21]1)[OH:20]. Starting materials: C(C)(C)(C)C1=NOC(=C1)NC(NC=1C=C(OC2=NC=NC3=CC(=C(C=C23)OC)OCC2CCN(CC2)C(=O)[O-])C=CC1)=O (4-((4-(3-(3-(3-tert-butylisoxazol-5-yl)ureido)phenoxy)-6-methoxyquinazolin-7-yloxy)methyl)piperidine-1-carboxylate), Cl (hydrochloric acid). Run in ClCCl (dichloromethane). Run at time 30 minute. Product: C(C)(C)(C)C1=NOC(=C1)NC(=O)NC1=CC(=CC=C1)OC1=NC=NC2=CC(=C(C=C12)OC)OCC1CCNCC1 (1-(3-tert-butylisoxazol-5-yl)-3-(3-(6-methoxy-7-(piperidin-4-ylmethoxy)quinazolin-4-yloxy)phenyl)urea). Isolated yield 68.8%. RXN SMILES: [C:1]([C:5]1[CH:9]=[C:8]([NH:10][C:11](=[O:43])[NH:12][C:13]2[CH:14]=[C:15]([CH:40]=[CH:41][CH:42]=2)[O:16][C:17]2[C:26]3[C:21](=[CH:22][C:23]([O:29][CH2:30][CH:31]4[CH2:36][CH2:35][N:34](C([O-])=O)[CH2:33][CH2:32]4)=[C:24]([O:27][CH3:28])[CH:25]=3)[N:20]=[CH:19][N:18]=2)[O:7][N:6]=1)([CH3:4])([CH3:3])[CH3:2].Cl>ClCCl>[C:1]([C:5]1[CH:9]=[C:8]([NH:10][C:11]([NH:12][C:13]2[CH:42]=[CH:41][CH:40]=[C:15]([O:16][C:17]3[C:26]4[C:21](=[CH:22][C:23]([O:29][CH2:30][CH:31]5[CH2:36][CH2:35][NH:34][CH2:33][CH2:32]5)=[C:24]([O:27][CH3:28])[CH:25]=4)[N:20]=[CH:19][N:18]=3)[CH:14]=2)=[O:43])[O:7][N:6]=1)([CH3:4])([CH3:2])[CH3:3]. Procedure details: To a solution of 4-((4-(3-(3-(3-tert-butylisoxazol-5-yl)ureido)phenoxy)-6-methoxyquinazolin-7-yloxy)methyl)piperidine-1-carboxylate (49 mg, 0.062 mmol) in dichloromethane (0.31 mL) was added hydrochloric acid (0.31 mL, 4M in dioxane) and the mixture stirred at room temperature for 30 minutes. The solid was filtered off, dissolved in methanol and concentrated under reduced pressure. The residue was taken in ethyl acetate and a saturated solution of sodium bicarbonate was added until the solution ... Starting materials: CC1(C)CC(c2cccc(Br)c2)Nc2ccc(C#N)cc21, O=C([O-])[O-], CS(C)=O, [Cu]I, [K+], [K+], NC1(C(=O)O)CC1. Yields the product CC1(C)CC(c2cccc(NC3(C(=O)O)CC3)c2)Nc2ccc(C#N)cc21. Reaction SMILES: [Br:1][c:2]1[cH:3][c:4]([CH:8]2[NH:9][c:10]3[cH:11][cH:12][c:13]([C:20]#[N:21])[cH:14][c:15]3[C:16]([CH3:18])([CH3:19])[CH2:17]2)[cH:5][cH:6][cH:7]1.[C:29](=[O:30])([O-:31])[O-:32].[CH3:35][S:36](=[O:37])[CH3:38].[Cu:39][I:40].[K+:33].[K+:34].[NH2:22][C:23]1([C:26](=[O:27])[OH:28])[CH2:24][CH2:25]1>>[c:2]1([NH:22][C:23]2([C:26](=[O:27])[OH:28])[CH2:24][CH2:25]2)[cH:3][c:4]([CH:8]2[NH:9][c:10]3[cH:11][cH:12][c:13]([C:20]#[N:21])[cH:14][c:15]3[C:16]([CH3:18])([CH3:19])[CH2:17]2)[cH:5][cH:6][cH:7]1. The reactants are COC(=O)c1cccc(CN(C)C)c1[N+](=O)[O-], Cl. Product: CN(C)Cc1cccc(C(=O)O)c1[N+](=O)[O-], Cl. As a reaction SMILES: [CH3:1][N:2]([CH3:3])[CH2:4][c:5]1[c:6]([N+:15](=[O:16])[O-:17])[c:7]([C:8](=[O:9])[O:10][CH3:11])[cH:12][cH:13][cH:14]1.[ClH:18]>>[CH3:1][N:2]([CH3:3])[CH2:4][c:5]1[c:6]([N+:15](=[O:16])[O-:17])[c:7]([C:8](=[O:9])[OH:10])[cH:12][cH:13][cH:14]1.[ClH:18]. Starting materials: S(O)(O)(=O)=O (sulfuric acid), OC=1C=C2C=C(NC2=CC1)C(=O)O (5-Hydroxy-1H-2-indolecarboxylic acid), C(C)O (ethanol), C(O)([O-])=O.[Na+] (sodium hydrogencarbonate). Product: OC=1C=C2C=C(NC2=CC1)C(=O)OCC (ethyl 5-hydroxy-1H-2-indolecarboxylate). Yield: 88.0%. As a reaction SMILES: [OH:1][C:2]1[CH:3]=[C:4]2[C:8](=[CH:9][CH:10]=1)[NH:7][C:6]([C:11]([OH:13])=[O:12])=[CH:5]2.S(=O)(=O)(O)O.C(=O)([O-])O.[Na+].[CH2:24](O)[CH3:25]>>[OH:1][C:2]1[CH:3]=[C:4]2[C:8](=[CH:9][CH:10]=1)[NH:7][C:6]([C:11]([O:13][CH2:24][CH3:25])=[O:12])=[CH:5]2 |f:2.3|. Reported procedure: 5-Hydroxy-1H-2-indolecarboxylic acid (328 mg) was dissolved in ethanol (10 ml) to prepare a solution. Concentrated sulfuric acid was added to the solution, and the mixture was heated under reflux for 3 hr. The reaction solution was cooled to room temperature, an aqueous sodium hydrogencarbonate solution was then added thereto, and the mixture was extracted with ethyl acetate. The ethyl acetate layer was then washed with saturated brine and was dried over anhydrous magnesium sulfate. The solvent ...